From a dataset of the Open Reaction Database (ORD), a public repository of structured organic reaction records. describe an organic reaction: reactants, conditions, products, and yield The reactants are COc1cc([N+](=O)[O-])c2nc(NC(C)=O)ccc2c1, CC(=O)O, [Fe], O. Product: COc1cc(N)c2nc(NC(C)=O)ccc2c1. RXN SMILES: [C:1]([CH3:2])(=[O:3])[NH:4][c:5]1[n:6][c:7]2[c:8]([N+:17]([O-:18])=[O:19])[cH:9][c:10]([O:15][CH3:16])[cH:11][c:12]2[cH:13][cH:14]1.[CH3:20][C:21](=[O:22])[OH:23].[Fe:24].[OH2:25]>>[C:1]([CH3:2])(=[O:3])[NH:4][c:5]1[n:6][c:7]2[c:8]([NH2:17])[cH:9][c:10]([O:15][CH3:16])[cH:11][c:12]2[cH:13][cH:14]1. Reactants: CC(C)=O, O=Cc1ccccc1Cl, Cl, [Na+], [OH-], O. The product is CC(=O)C=Cc1ccccc1Cl. Reaction SMILES: [CH3:10][C:11]([CH3:12])=[O:13].[Cl:1][c:2]1[c:3]([CH:4]=[O:5])[cH:6][cH:7][cH:8][cH:9]1.[ClH:16].[Na+:15].[OH-:14].[OH2:17]>>[Cl:1][c:2]1[c:3]([CH:4]=[CH:10][C:11]([CH3:12])=[O:13])[cH:6][cH:7][cH:8][cH:9]1. The reactants are NN1C(C2=CC=CC=C2C(=N1)C1=CC=C(C=C1)Cl)=O (2-amino-4-(4-chlorophenyl)phthalazin-1(2H)-one), CC=1C=C(C=CC1)CC(=O)O (2-(3-methylphenyl)acetic acid). Product: ClC1=CC=C(C=C1)C1=NN(C(C2=CC=CC=C12)=O)NC(CC1=CC(=CC=C1)C)=O (N-[4-(4-chlorophenyl)-1-oxophthalazin-2(1H)-yl]-2-(3-methylphenyl)acetamide). RXN SMILES: [NH2:1][N:2]1[N:11]=[C:10]([C:12]2[CH:17]=[CH:16][C:15]([Cl:18])=[CH:14][CH:13]=2)[C:9]2[C:4](=[CH:5][CH:6]=[CH:7][CH:8]=2)[C:3]1=[O:19].[CH3:20][C:21]1[CH:22]=[C:23]([CH2:27][C:28](O)=[O:29])[CH:24]=[CH:25][CH:26]=1>>[Cl:18][C:15]1[CH:16]=[CH:17][C:12]([C:10]2[C:9]3[C:4](=[CH:5][CH:6]=[CH:7][CH:8]=3)[C:3](=[O:19])[N:2]([NH:1][C:28](=[O:29])[CH2:27][C:23]3[CH:24]=[CH:25][CH:26]=[C:21]([CH3:20])[CH:22]=3)[N:11]=2)=[CH:13][CH:14]=1. Procedure details: The product of Example 86A and 2-(3-methylphenyl)acetic acid were treated using a method similar to that described in Example 57 to give the title compound. 1H NMR (500 MHz, DMSO-d6/Deuterium Oxide) δ ppm 8.41-8.43 (m, 1H), 7.93-8.04 (m, 2H), 7.72-7.74 (m, 1H), 7.60-7.66 (m, 4H), 7.24 (t, J=7.5 Hz, 1H), 7.19-7.21 (m, 1H), 7.16-7.19 (m, 1H), 7.08-7.12 (m, 1H), 3.65 (s, 2H), 2.31 (s, 3H); MS (ESI−) M/Z 402 (M−H)−. Reactants: COC1=CC=C(C=C1)S(=O)(=O)NC1=C(C(=O)O)C=CC(=C1)C (2-(4-Methoxy-benzenesulfonylamino)-4-methyl-benzoic acid), [H-].[Na+] (NaH), suspension, C(C1=CC=CC=C1)Br (benzyl bromide). Run in CN(C)C=O (DMF), CCOCC (ether). Conditions: time 15 minute. The product is C(C1=CC=CC=C1)OC(C1=C(C=C(C=C1)C)N(S(=O)(=O)C1=CC=C(C=C1)OC)CC1=CC=CC=C1)=O (2-[Benzyl-(4-methoxy-benzenesulfonyl)-amino]-4-methyl-benzoic acid benzyl ester). Isolated yield 155.0%. Reaction SMILES: [CH3:1][O:2][C:3]1[CH:8]=[CH:7][C:6]([S:9]([NH:12][C:13]2[CH:21]=[C:20]([CH3:22])[CH:19]=[CH:18][C:14]=2[C:15]([OH:17])=[O:16])(=[O:11])=[O:10])=[CH:5][CH:4]=1.[H-].[Na+].[CH2:25](Br)[C:26]1[CH:31]=[CH:30][CH:29]=[CH:28][CH:27]=1>CN(C=O)C.CCOCC>[CH2:25]([O:16][C:15](=[O:17])[C:14]1[CH:18]=[CH:19][C:20]([CH3:22])=[CH:21][C:13]=1[N:12]([CH2:15][C:14]1[CH:18]=[CH:19][CH:20]=[CH:21][CH:13]=1)[S:9]([C:6]1[CH:7]=[CH:8][C:3]([O:2][CH3:1])=[CH:4][CH:5]=1)(=[O:11])=[O:10])[C:26]1[CH:31]=[CH:30][CH:29]=[CH:28][CH:27]=1 |f:1.2|. Procedure details: To a solution of 1.82 g (5.66 mmol) of the product of Example 4 in 20 ml DMF, was added NaH (60% suspension in oil, 498 mg, (12.5 mmol). The resulting mixture was stired for 15 minutes and benzyl bromide (4.84 g, 0.028 mol) was then added. The mixture was heated to 80-84° with stirnng for 18 hr under N2. The motion was then cooled to room temperature, diluted with ether, washed with H2O and brine, dried over MgSO4 and concentrated in vacuo. The residue was triturated with EtOAc to afford 2.2 g (... Reactants: COc1ccc(CN2CCNCC2)c(OC)c1OC, Cc1ccccc1, CC(C)CCCC(C)CCCC(C)(O)C1CO1. Product: COc1ccc(CN2CCN(CC(O)C(C)(O)CCCC(C)CCCC(C)C)CC2)c(OC)c1OC. Reaction SMILES: [CH3:18][O:19][c:20]1[c:21]([CH2:30][N:31]2[CH2:32][CH2:33][NH:34][CH2:35][CH2:36]2)[cH:22][cH:23][c:24]([O:28][CH3:29])[c:25]1[O:26][CH3:27].[CH3:37][c:38]1[cH:39][cH:40][cH:41][cH:42][cH:43]1.[O:1]1[CH2:2][CH:3]1[C:4]([CH2:5][CH2:6][CH2:7][CH:8]([CH2:9][CH2:10][CH2:11][CH:12]([CH3:13])[CH3:14])[CH3:15])([OH:16])[CH3:17]>>[OH:1][CH:3]([CH2:2][N:34]1[CH2:33][CH2:32][N:31]([CH2:30][c:21]2[c:20]([O:19][CH3:18])[c:25]([O:26][CH3:27])[c:24]([O:28][CH3:29])[cH:23][cH:22]2)[CH2:36][CH2:35]1)[C:4]([CH2:5][CH2:6][CH2:7][CH:8]([CH2:9][CH2:10][CH2:11][CH:12]([CH3:13])[CH3:14])[CH3:15])([OH:16])[CH3:17]. Starting materials: C1(CC1)C(=O)NC=1N=C2N(N=C(C=C2)OC2=C(C(=O)OCC)C=CC=C2)C1 (ethyl 2-({2-[(cyclopropylcarbonyl)amino]imidazo[1,2-b]pyridazin-6-yl}oxy)benzoate), [OH-].[Na+] (sodium hydroxide), Cl (Hydrochloric acid), C(C)(=O)OCC (ethyl acetate). Run in O1CCCC1 (tetrahydrofuran). Conditions: time 3 hour. Yields the product C1(CC1)C(=O)NC=1N=C2N(N=C(C=C2)OC2=C(C(=O)O)C=CC=C2)C1 (2-({2-[(cyclopropylcarbonyl)amino]imidazo[1,2-b]pyridazin-6-yl}oxy)benzoic acid). The yield is 71.2%. Reaction SMILES: [CH:1]1([C:4]([NH:6][C:7]2[N:8]=[C:9]3[CH:14]=[CH:13][C:12]([O:15][C:16]4[CH:26]=[CH:25][CH:24]=[CH:23][C:17]=4[C:18]([O:20]CC)=[O:19])=[N:11][N:10]3[CH:27]=2)=[O:5])[CH2:3][CH2:2]1.[OH-].[Na+].Cl.C(OCC)(=O)C>O1CCCC1>[CH:1]1([C:4]([NH:6][C:7]2[N:8]=[C:9]3[CH:14]=[CH:13][C:12]([O:15][C:16]4[CH:26]=[CH:25][CH:24]=[CH:23][C:17]=4[C:18]([OH:20])=[O:19])=[N:11][N:10]3[CH:27]=2)=[O:5])[CH2:3][CH2:2]1 |f:1.2|. Reported procedure: To a solution of ethyl 2-({2-[(cyclopropylcarbonyl)amino]imidazo[1,2-b]pyridazin-6-yl}oxy)benzoate (200 mg, 0.54 mmol) in tetrahydrofuran (10 mL) was added 4N aqueous sodium hydroxide solution (1.5 mL), and the mixture was stirred at room temperature for 3 hr. 6N Hydrochloric acid (1.5 mL) and ethyl acetate were added to the reaction mixture, and the aqueous layer was extracted with ethyl acetate (×4). Combined organic layer was washed with saturated brine, dried over anhydrous sodium sulfate, a...